Dataset: the Open Reaction Database (ORD), a public repository of structured organic reaction records. Task: describe an organic reaction: reactants, conditions, products, and yield Reactants: NC1=C(N(C2=CC(=CC=C12)Cl)C(=O)OCC)C(C1=CC=CC=C1)=O (ethyl 3-amino-2-benzoyl-6-chloro-1H-indole-1-carboxylate), CS(=O)(=O)Cl (methanesufonyl chloride), [Li+].[I-] (LiI), O (water). The solvent is N1=CC=CC=C1 (pyridine). Reaction conditions: temperature 120 celsius, time 72 hour. Yields the product C(C1=CC=CC=C1)(=O)C=1NC2=CC(=CC=C2C1NS(=O)(=O)C)Cl (N-(2-Benzoyl-6-Chloro-1H-Indol-3-Yl)Methanesulfonamide). Isolated yield 29.2%. Reaction SMILES: [NH2:1][C:2]1[C:10]2[C:5](=[CH:6][C:7]([Cl:11])=[CH:8][CH:9]=2)[N:4](C(OCC)=O)[C:3]=1[C:17](=[O:24])[C:18]1[CH:23]=[CH:22][CH:21]=[CH:20][CH:19]=1.[CH3:25][S:26](Cl)(=[O:28])=[O:27].O.[Li+].[I-]>N1C=CC=CC=1>[C:17]([C:3]1[NH:4][C:5]2[C:10]([C:2]=1[NH:1][S:26]([CH3:25])(=[O:28])=[O:27])=[CH:9][CH:8]=[C:7]([Cl:11])[CH:6]=2)(=[O:24])[C:18]1[CH:23]=[CH:22][CH:21]=[CH:20][CH:19]=1 |f:3.4|. Reported procedure: To a solution of ethyl 3-amino-2-benzoyl-6-chloro-1H-indole-1-carboxylate (step 2 of Example 1, 200 mg, 0.58 mmol) in pyridine (5 ml) was added methanesufonyl chloride (0.07 ml, 0.87 mmol). After stirring for 72 h, the mixture was poured into water (100 ml) and extracted with diethyl ether (100 ml). The organic extract was washed consecutively with 10% aqueous citric acid (50 ml), water (50 ml), saturated aqueous sodium bicarbonate (50 ml), water (50 ml) and brine (50 ml), and dried (MgSO4). Aft... Starting materials: N#N (N2), C(C)(=O)CCCCC(=O)O (5-acetylvaleric acid), C(=O)([O-])[O-].[Na+].[Na+] (Na2CO3), OS(=O)(=O)O (H2SO4). Run in C(Cl)Cl (CH2Cl2), CO (MeOH). Product: COC(CCCCC(C)=O)=O (6-Oxo-heptanoic acid methyl ester). RXN SMILES: N#N.[C:3]([CH2:6][CH2:7][CH2:8][CH2:9][C:10]([OH:12])=[O:11])(=[O:5])[CH3:4].OS(O)(=O)=O.[C:18]([O-])([O-])=O.[Na+].[Na+]>C(Cl)Cl.CO>[CH3:18][O:11][C:10](=[O:12])[CH2:9][CH2:8][CH2:7][CH2:6][C:3](=[O:5])[CH3:4] |f:3.4.5|. Reported procedure: In a flame dried round-bottomed flask under inert atmosphere (N2), a solution of 5-acetylvaleric acid (7.54 g, 50.21 mmol) in a mixture of CH2Cl2 (35 mL) and MeOH (14 mL) was treated with conc. H2SO4 (0.14 mL, 2.51 mmol) and the reaction mixture was stirred at reflux for 24 h. The mixture was cooled to rt and sat. aq. Na2CO3 was added. The aq. layer was extracted with CH2Cl2 and the combined organic layers were washed with water, dried over Na2SO4, filtered, and the solvents were removed under r... Starting materials: COC(=O)c1cc2c(s1)C(N1CCCCC1=O)C(O)C(C)(C)O2, CO, Cl, [Na+], [OH-], O. The product is CC1(C)Oc2cc(C(=O)O)sc2C(N2CCCCC2=O)C1O. Reaction SMILES: [C:1](=[O:2])([O:3][CH3:4])[c:5]1[cH:6][c:7]2[c:12]([s:13]1)[CH:11]([N:14]1[C:15](=[O:20])[CH2:16][CH2:17][CH2:18][CH2:19]1)[CH:10]([OH:21])[C:9]([CH3:22])([CH3:23])[O:8]2.[CH3:28][OH:29].[ClH:27].[Na+:25].[OH-:24].[OH2:26]>>[C:1](=[O:2])([OH:3])[c:5]1[cH:6][c:7]2[c:12]([s:13]1)[CH:11]([N:14]1[C:15](=[O:20])[CH2:16][CH2:17][CH2:18][CH2:19]1)[CH:10]([OH:21])[C:9]([CH3:22])([CH3:23])[O:8]2. Starting materials: C1(CCC2=C(C=CC=C12)CO)CO (2,3-dihydro-1H-indene-1,4-diyldimethanol), [Cl-].[Li+] (lithium chloride), [O-2].[Mg+2] (magnesium oxide), FC(C(=O)[O-])(F)F.[Tl+] (thallium trifluoroacetate), C(=O)(C(F)(F)F)O (TFA). Reagents/catalysts: [Pd](Cl)Cl (palladium chloride). The solvent is CO (MeOH), CCOC(=O)C (EtOAc), C(Cl)Cl (DCM). Run at time 16 hour. The product is OCC1CCC2=C1C=CC1=C2COC1=O (6-(hydroxymethyl)-1,6,7,8-tetrahydro-3H-indeno[4,5-c]furan-3-one). RXN SMILES: [CH:1]1([CH2:12][OH:13])[C:9]2[C:4](=[C:5]([CH2:10][OH:11])[CH:6]=[CH:7][CH:8]=2)[CH2:3][CH2:2]1.FC(F)(F)[C:16]([O-])=[O:17].[Tl+].C(O)(C(F)(F)F)=O.[Cl-].[Li+].[O-2].[Mg+2]>[Pd](Cl)Cl.CCOC(C)=O.C(Cl)Cl.CO>[OH:13][CH2:12][CH:1]1[C:9]2[CH:8]=[CH:7][C:6]3[C:16](=[O:17])[O:11][CH2:10][C:5]=3[C:4]=2[CH2:3][CH2:2]1 |f:1.2,4.5,6.7|. Procedure details: To a flask charged with 2,3-dihydro-1H-indene-1,4-diyldimethanol (210 mg, 1.2 mmol) and a stir bar was added thallium trifluoroacetate (770 mg, 1.4 mmol) and TFA (2 mL) at 0° C. The mixture was allowed to stir for 16 hours. LC showed no SM left at that point. The volatiles were removed under reduced pressure, and the residue was dissolved in DCM and concentrated twice to affect azeotropic removal of all TFA. After pumping the residue under high vacuum for 20 minutes, palladium chloride (21 mg, 0... The reactants are Nc1cc(Br)cc2[nH]ncc12, CCN(C(C)C)C(C)C, ClCCl, Cl, O=C(Cl)c1ccccn1. Yields the product O=C(Nc1cc(Br)cc2[nH]ncc12)c1ccccn1. As a reaction SMILES: [Br:1][c:2]1[cH:3][c:4]([NH2:11])[c:5]2[cH:6][n:7][nH:8][c:9]2[cH:10]1.[CH:22]([N:23]([CH2:24][CH3:25])[CH:26]([CH3:27])[CH3:28])([CH3:29])[CH3:30].[Cl:31][CH2:32][Cl:33].[ClH:12].[n:13]1[c:14]([C:19](=[O:20])[Cl:21])[cH:15][cH:16][cH:17][cH:18]1>>[Br:1][c:2]1[cH:3][c:4]([NH:11][C:19]([c:14]2[n:13][cH:18][cH:17][cH:16][cH:15]2)=[O:20])[c:5]2[cH:6][n:7][nH:8][c:9]2[cH:10]1. Reactants: O=C([O-])[O-], C1COCCO1, CB1OB(C)OB(C)O1, COc1cc(F)c(C(C)C)cc1-c1ccc(Br)cc1CN1C(=O)OC(c2cc(C(F)(F)F)cc(C(F)(F)F)c2)C1C, [K+], [K+], c1ccc(P(c2ccccc2)(c2ccccc2)[Pd](P(c2ccccc2)(c2ccccc2)c2ccccc2)(P(c2ccccc2)(c2ccccc2)c2ccccc2)P(c2ccccc2)(c2ccccc2)c2ccccc2)cc1. The product is COc1cc(F)c(C(C)C)cc1-c1ccc(C)cc1CN1C(=O)OC(c2cc(C(F)(F)F)cc(C(F)(F)F)c2)C1C. RXN SMILES: [C:51](=[O:52])([O-:53])[O-:54].[CH2:57]1[O:58][CH2:59][CH2:60][O:61][CH2:62]1.[CH3:42][B:43]1[O:44][B:45]([CH3:46])[O:47][B:48]([CH3:49])[O:50]1.[F:1][C:2]([c:3]1[cH:4][c:5]([CH:13]2[CH:14]([CH3:39])[N:15]([CH2:19][c:20]3[c:21](-[c:27]4[c:28]([O:37][CH3:38])[cH:29][c:30]([F:36])[c:31]([CH:33]([CH3:34])[CH3:35])[cH:32]4)[cH:22][cH:23][c:24]([Br:26])[cH:25]3)[C:16](=[O:18])[O:17]2)[cH:6][c:7]([C:9]([F:10])([F:11])[F:12])[cH:8]1)([F:40])[F:41].[K+:55].[K+:56].[cH:63]1[cH:64][cH:65][c:66]([P:67]([Pd:68]([P:69]([c:70]2[cH:71][cH:72][cH:73][cH:74][cH:75]2)([c:76]2[cH:77][cH:78][cH:79][cH:80][cH:81]2)[c:82]2[cH:83][cH:84][cH:85][cH:86][cH:87]2)([P:88]([c:89]2[cH:90][cH:91][cH:92][cH:93][cH:94]2)([c:95]2[cH:96][cH:97][cH:98][cH:99][cH:100]2)[c:101]2[cH:102][cH:103][cH:104][cH:105][cH:106]2)[P:107]([c:108]2[cH:109][cH:110][cH:111][cH:112][cH:113]2)([c:114]2[cH:115][cH:116][cH:117][cH:118][cH:119]2)[c:120]2[cH:121][cH:122][cH:123][cH:124][cH:125]2)([c:126]2[cH:127][cH:128][cH:129][cH:130][cH:131]2)[c:132]2[cH:133][cH:134][cH:135][cH:136][cH:137]2)[cH:138][cH:139]1>>[F:1][C:2]([c:3]1[cH:4][c:5]([CH:13]2[CH:14]([CH3:39])[N:15]([CH2:19][c:20]3[c:21](-[c:27]4[c:28]([O:37][CH3:38])[cH:29][c:30]([F:36])[c:31]([CH:33]([CH3:34])[CH3:35])[cH:32]4)[cH:22][cH:23][c:24]([CH3:42])[cH:25]3)[C:16](=[O:18])[O:17]2)[cH:6][c:7]([C:9]([F:10])([F:11])[F:12])[cH:8]1)([F:40])[F:41].